Dataset: the Open Reaction Database (ORD), a public repository of structured organic reaction records. Task: describe an organic reaction: reactants, conditions, products, and yield Reactants: [Cl-].[NH4+] (Ammonium chloride), CO (MeOH), [N+](=O)([O-])C1=CC=C(C=C1)N1CCOCC1 (4-(4-nitro-phenyl)-morpholine). The reagents and catalysts are [Zn] (Zinc). Solvent: O (water), C1CCOC1 (THF). Reaction conditions: time 15 minute. Yields the product N1(CCOCC1)C1=CC=C(C=C1)N (4-morpholin-4-yl-phenylamine). The yield is 77.1%. As a reaction SMILES: [Cl-].[NH4+].CO.[N+:5]([C:8]1[CH:13]=[CH:12][C:11]([N:14]2[CH2:19][CH2:18][O:17][CH2:16][CH2:15]2)=[CH:10][CH:9]=1)([O-])=O>O.C1COCC1.[Zn]>[N:14]1([C:11]2[CH:10]=[CH:9][C:8]([NH2:5])=[CH:13][CH:12]=2)[CH2:15][CH2:16][O:17][CH2:18][CH2:19]1 |f:0.1|. Reported procedure: Ammonium chloride (1.2 g, 23.0 mmol) in water (4.5 mL) then MeOH (9 mL) were added to a stirred solution of 4-(4-nitro-phenyl)-morpholine (480 mg, 2.3 mmol) in THF (9 mL). Zinc powder (1.2 g, 18.4 mmol) was then added portion wise and the resulting mixture was stirred at room temperature for 15 minutes. The reaction mixture was filtered over celite and the filtrate was extracted with ethyl acetate. The organic layer was washed with brine, dried over Na2SO4 and concentrated to afford 316 mg (77%)...